Dataset: the Open Reaction Database (ORD), a public repository of structured organic reaction records. Task: describe an organic reaction: reactants, conditions, products, and yield Starting materials: C1CCNC1, N#CCCCCCCl. Product: N#CCCCCCN1CCCC1. As a reaction SMILES: [CH2:1]1[CH2:2][CH2:3][NH:4][CH2:5]1.[Cl:6][CH2:7][CH2:8][CH2:9][CH2:10][CH2:11][C:12]#[N:13]>>[CH2:1]1[CH2:2][CH2:3][N:4]([CH2:7][CH2:8][CH2:9][CH2:10][CH2:11][C:12]#[N:13])[CH2:5]1. Starting materials: [Sn](Cl)(Cl)(Cl)Cl (tin chloride), FC1(OC2=C(O1)C=CC=C2N)F (2,2-Difluoro-benzo[1,3]dioxol-4-ylamine), Cl[Sn]Cl (SnCl2), [OH-].[Na+] (sodium hydroxide), N(=O)[O-].[Na+] (sodium nitrite). Run in Cl (hydrochloric acid), Cl (hydrochloric acid), O (water). The product is FC1(OC2=C(O1)C=CC=C2NN)F ((2,2-Difluoro-1,3-benzodioxol-4-yl)hydrazine). As a reaction SMILES: [F:1][C:2]1([F:12])[O:6][C:5]2[CH:7]=[CH:8][CH:9]=[C:10]([NH2:11])[C:4]=2[O:3]1.[N:13]([O-])=O.[Na+].[Sn](Cl)(Cl)(Cl)Cl.Cl[Sn]Cl.[OH-].[Na+]>O.Cl>[F:12][C:2]1([F:1])[O:6][C:5]2[CH:7]=[CH:8][CH:9]=[C:10]([NH:11][NH2:13])[C:4]=2[O:3]1 |f:1.2,5.6|. Procedure details: The 2,2-Difluoro-benzo[1,3]dioxol-4-ylamine (1.99 g, 11.5 mmol) was cooled and cone hydrochloric acid (10 mL) added. After recooling to 0° C. or less a solution of the sodium nitrite (873 mg, 12.7 mmol) in water (10 mL) was added dropwise. The reaction was stirred at the same temp for 30 min when tin chloride (6.55 g, 34.5 mmol) in hydrochloric acid (10 mL) was added dropwise again keeping temp ea 0° C. (nb initial additions of SnCl2 were very exothermic and the initial thick ppt required a larg... The reactants are C(C1=CC=CC=C1)C1C(N(C(C(N1C)=O)CC1=C(C=CC=C1)I)C)=O (3-benzyl-6-(2-iodobenzyl)-1,4-dimethylpiperazine-2,5-dione), C(C)(C)[N-]C(C)C (diisopropylamide), C[Si](C)(C)C#C (trimethylsilylacetylene), O (H2O). Reagents/catalysts: C=1C=CC(=CC1)[P](C=2C=CC=CC2)(C=3C=CC=CC3)[Pd]([P](C=4C=CC=CC4)(C=5C=CC=CC5)C=6C=CC=CC6)([P](C=7C=CC=CC7)(C=8C=CC=CC8)C=9C=CC=CC9)[P](C=1C=CC=CC1)(C=1C=CC=CC1)C=1C=CC=CC1 (Pd(PPh3)4), [Cu]I (CuI). Solvent: CN(C)C=O (DMF). Yields the product C(C1=CC=CC=C1)C1C(N(C(C(N1C)=O)C(C1=CC=CC=C1)C#C[Si](C)(C)C)C)=O (3-Benzyl-1,4-dimethyl-6-(2-trimethylsilanylethynylbenzyl)piperzine-2,5-dione). The yield is 22.8%. As a reaction SMILES: [CH2:1]([CH:8]1[N:13]([CH3:14])[C:12](=[O:15])[CH:11]([CH2:16][C:17]2[CH:22]=[CH:21][CH:20]=[CH:19][C:18]=2I)[N:10]([CH3:24])[C:9]1=[O:25])[C:2]1[CH:7]=[CH:6][CH:5]=[CH:4][CH:3]=1.C([N-]C(C)C)(C)C.[CH3:33][Si:34]([C:37]#[CH:38])([CH3:36])[CH3:35].O>CN(C=O)C.C1C=CC([P]([Pd]([P](C2C=CC=CC=2)(C2C=CC=CC=2)C2C=CC=CC=2)([P](C2C=CC=CC=2)(C2C=CC=CC=2)C2C=CC=CC=2)[P](C2C=CC=CC=2)(C2C=CC=CC=2)C2C=CC=CC=2)(C2C=CC=CC=2)C2C=CC=CC=2)=CC=1.[Cu]I>[CH2:1]([CH:8]1[N:13]([CH3:14])[C:12](=[O:15])[CH:11]([CH:16]([C:38]#[C:37][Si:34]([CH3:36])([CH3:35])[CH3:33])[C:17]2[CH:22]=[CH:21][CH:20]=[CH:19][CH:18]=2)[N:10]([CH3:24])[C:9]1=[O:25])[C:2]1[CH:7]=[CH:6][CH:5]=[CH:4][CH:3]=1 |^1:48,50,69,88|. Procedure: Under argon, 3-benzyl-6-(2-iodobenzyl)-1,4-dimethylpiperazine-2,5-dione (polar isomer from 1.5, 100 mg, 0.22 mmol) was stirred together with diisopropylamide (0.5 ml), trimethylsilylacetylene (40 mg, 0.4 mmol), Pd(PPh3)4 (60 mg, 0.05 mmol) and CuI (10 mg, 0.05 mmol) in DMF (abs., 5 ml) at 80° C. for 12 h. After cooling and addition of H2O, the mixture was extracted with methyl tert-butyl ether and the organic phases were dried and concentrated. Purification by column chromatography gave 21 mg (2... Reactants: CO, COC(=O)c1nccnc1N, N. Product: NC(=O)c1nccnc1N. As a reaction SMILES: [CH3:13][OH:14].[NH2:1][c:2]1[c:3]([C:8]([O:10][CH3:9])=[O:11])[n:4][cH:5][cH:6][n:7]1.[NH3:12]>>[NH2:1][c:2]1[c:3]([C:8](=[O:10])[NH2:12])[n:4][cH:5][cH:6][n:7]1. Starting materials: COC(=O)c1cccc(N2CC(=O)N(Cc3ccc(OC)cc3OC)S2(=O)=O)c1, ClCCl, O=C(O)C(F)(F)F. Product: COC(=O)c1cccc(N2CC(=O)NS2(=O)=O)c1. As a reaction SMILES: [CH3:1][O:2][C:3]([c:4]1[cH:5][c:6]([N:10]2[S:11](=[O:27])(=[O:28])[N:12]([CH2:16][c:17]3[cH:18][cH:19][c:20]([O:21][CH3:22])[cH:23][c:24]3[O:25][CH3:26])[C:13](=[O:15])[CH2:14]2)[cH:7][cH:8][cH:9]1)=[O:29].[Cl:37][CH2:38][Cl:39].[F:30][C:31]([F:32])([F:33])[C:34]([OH:35])=[O:36]>>[CH3:1][O:2][C:3]([c:4]1[cH:5][c:6]([N:10]2[S:11](=[O:27])(=[O:28])[NH:12][C:13](=[O:15])[CH2:14]2)[cH:7][cH:8][cH:9]1)=[O:29]. Reactants: FC1=CC=C(C(=O)NC2=C(N=C(S2)NC2=CC3=CC=CC=C3C=C2)C(=O)N)C=C1 (5-(4-fluorobenzamido)-2-(naphthalen-2-ylamino)thiazole-4-carboxamide), NCCO (2-aminoethanol). Solvent: CN1CCCC1=O (NMP), O (water). The product is OCCNC1=CC=C(C(=O)NC2=C(N=C(S2)NC2=CC3=CC=CC=C3C=C2)C(=O)N)C=C1 (5-[4-(2-hydroxyethylamino)benzamido]-2-(naphthalen-2-ylamino)thiazole-4-carboxamide). The yield is 31.3%. As a reaction SMILES: F[C:2]1[CH:29]=[CH:28][C:5]([C:6]([NH:8][C:9]2[S:13][C:12]([NH:14][C:15]3[CH:24]=[CH:23][C:22]4[C:17](=[CH:18][CH:19]=[CH:20][CH:21]=4)[CH:16]=3)=[N:11][C:10]=2[C:25]([NH2:27])=[O:26])=[O:7])=[CH:4][CH:3]=1.[NH2:30][CH2:31][CH2:32][OH:33]>CN1C(=O)CCC1.O>[OH:33][CH2:32][CH2:31][NH:30][C:2]1[CH:29]=[CH:28][C:5]([C:6]([NH:8][C:9]2[S:13][C:12]([NH:14][C:15]3[CH:24]=[CH:23][C:22]4[C:17](=[CH:18][CH:19]=[CH:20][CH:21]=4)[CH:16]=3)=[N:11][C:10]=2[C:25]([NH2:27])=[O:26])=[O:7])=[CH:4][CH:3]=1. Reported procedure: A solution of 5-(4-fluorobenzamido)-2-(naphthalen-2-ylamino)thiazole-4-carboxamide (0.10 g, 0.25 mmol) and 2-aminoethanol (0.15 g, 2.46 mmol) in NMP (1 mL) was treated using a microwave synthesizer for 1 hr (CEM Corp., 180° C.). The, reaction mixture was diluted with water (3 mL), and the resulting solids were collected by filtration. The solids were washed with water, and dried to give 0.035 g (31% yield) of the titled compound.